This data is from the Open Reaction Database (ORD), a public repository of structured organic reaction records. The task is: describe an organic reaction: reactants, conditions, products, and yield Starting materials: O (water), C(C)(=O)NC1CCNCC1 (4-acetamidopiperidine), C([O-])([O-])=O.[K+].[K+] (potassium carbonate), ClC1=NC=CC=C1 (2-chloropyridine). The solvent is CS(=O)C (dimethylsulfoxide). The product is C(C)(=O)NC1CCN(CC1)C1=NC=CC=C1 (4-acetamido-1-(2-pyridyl) piperidine). RXN SMILES: [C:1]([NH:4][CH:5]1[CH2:10][CH2:9][NH:8][CH2:7][CH2:6]1)(=[O:3])[CH3:2].C(=O)([O-])[O-].[K+].[K+].Cl[C:18]1[CH:23]=[CH:22][CH:21]=[CH:20][N:19]=1.O>CS(C)=O>[C:1]([NH:4][CH:5]1[CH2:10][CH2:9][N:8]([C:18]2[CH:23]=[CH:22][CH:21]=[CH:20][N:19]=2)[CH2:7][CH2:6]1)(=[O:3])[CH3:2] |f:1.2.3|. Procedure: A mixture of 12.5 g of 4-acetamidopiperidine, 15 g of potassium carbonate, 10 g of 2-chloropyridine in 100 ml of dimethylsulfoxide, is heated with stirring for 50 hours to 130° C., then it is cooled, poured into water and the suspension thus obtained is extracted with diethyl ether. The aqueous phase is extracted with methylene chloride, the organic phase is washed with water, it is dried over anhydrous sodium sulfate and evaporated to dryness. Thus, 4-acetamido-1-(2-pyridyl) piperidine is obtai... RXN SMILES: [Cl:6][CH2:7][Cl:8].[S:9](=[O:10])(=[O:11])([Cl:12])[Cl:13].[c:14]1([CH3:20])[cH:15][cH:16][cH:17][cH:18][cH:19]1.[cH:21]1[cH:22][cH:23][n:24][cH:25][cH:26]1.[nH:1]1[n:2][cH:3][cH:4][cH:5]1>>[n:1]1([S:9](=[O:10])(=[O:11])[c:17]2[cH:16][cH:15][c:14]([CH3:20])[cH:19][cH:18]2)[n:2][cH:3][cH:4][cH:5]1. Product: Cc1ccc(S(=O)(=O)n2cccn2)cc1. Starting materials: ClCCl, O=S(=O)(Cl)Cl, Cc1ccccc1, c1ccncc1, c1cn[nH]c1. The reactants are CN(C)C=O, O=C1CCC(=O)N1Cl, O=Cc1cc(-c2c(F)cccc2F)n(S(=O)(=O)c2cccnc2)c1, C1CCOC1, O. The product is O=Cc1cc(-c2c(F)cccc2F)n(S(=O)(=O)c2cccnc2)c1Cl. Reaction SMILES: [CH3:39][N:40]([CH3:41])[CH:42]=[O:43].[Cl:25][N:26]1[C:27](=[O:28])[CH2:29][CH2:30][C:31]1=[O:32].[F:1][c:2]1[c:3](-[c:9]2[cH:10][c:11]([CH:23]=[O:24])[cH:12][n:13]2[S:14](=[O:15])(=[O:16])[c:17]2[cH:18][n:19][cH:20][cH:21][cH:22]2)[c:4]([F:8])[cH:5][cH:6][cH:7]1.[O:34]1[CH2:35][CH2:36][CH2:37][CH2:38]1.[OH2:33]>>[F:1][c:2]1[c:3](-[c:9]2[cH:10][c:11]([CH:23]=[O:24])[c:12]([Cl:25])[n:13]2[S:14](=[O:15])(=[O:16])[c:17]2[cH:18][n:19][cH:20][cH:21][cH:22]2)[c:4]([F:8])[cH:5][cH:6][cH:7]1. Reported procedure: By alkylating tert-butyl (3RS,4RS)-3-hydroxy-4-(3-trifluoromethylphenyl)-piperidine-1-carboxylate with 2-bromomethylnaphthalene there was obtained tert-butyl (3RS,4RS)-3-(naphthalen-2-ylmethoxy)-4-(3-trifluoromethyl-phenyl)-piperidine-1-carboxylate as a light yellow oil; MS: 485 (M)+. Reaction SMILES: [OH:1][CH:2]1[CH:7]([C:8]2[CH:13]=[CH:12][CH:11]=[C:10]([C:14]([F:17])([F:16])[F:15])[CH:9]=2)[CH2:6][CH2:5][N:4]([C:18]([O:20][C:21]([CH3:24])([CH3:23])[CH3:22])=[O:19])[CH2:3]1.Br[CH2:26][C:27]1[CH:36]=[CH:35][C:34]2[C:29](=[CH:30][CH:31]=[CH:32][CH:33]=2)[CH:28]=1>>[CH:28]1[C:29]2[C:34](=[CH:33][CH:32]=[CH:31][CH:30]=2)[CH:35]=[CH:36][C:27]=1[CH2:26][O:1][CH:2]1[CH:7]([C:8]2[CH:13]=[CH:12][CH:11]=[C:10]([C:14]([F:15])([F:17])[F:16])[CH:9]=2)[CH2:6][CH2:5][N:4]([C:18]([O:20][C:21]([CH3:24])([CH3:23])[CH3:22])=[O:19])[CH2:3]1. Yields the product C1=C(C=CC2=CC=CC=C12)COC1CN(CCC1C1=CC(=CC=C1)C(F)(F)F)C(=O)OC(C)(C)C (tert-butyl (3RS,4RS)-3-(naphthalen-2-ylmethoxy)-4-(3-trifluoromethyl-phenyl)-piperidine-1-carboxylate). The reactants are OC1CN(CCC1C1=CC(=CC=C1)C(F)(F)F)C(=O)OC(C)(C)C (tert-butyl (3RS,4RS)-3-hydroxy-4-(3-trifluoromethylphenyl)-piperidine-1-carboxylate), BrCC1=CC2=CC=CC=C2C=C1 (2-bromomethylnaphthalene). The reactants are C(C)C1(OC1)CC (2,2-Diethyloxirane), BrC=1C=C(C=CC1)O (3-bromophenol), C([O-])([O-])=O.[Cs+].[Cs+] (cesium carbonate). Solvent: CS(=O)C (DMSO). Reaction conditions: temperature 120 celsius. Yields the product BrC=1C=C(OCC(CC)(CC)O)C=CC1 (3-((3-bromophenoxy)methyl)pentan-3-ol). As a reaction SMILES: [CH2:1]([C:3]1([CH2:6][CH3:7])[CH2:5][O:4]1)[CH3:2].[Br:8][C:9]1[CH:10]=[C:11]([OH:15])[CH:12]=[CH:13][CH:14]=1.C(=O)([O-])[O-].[Cs+].[Cs+]>CS(C)=O>[Br:8][C:9]1[CH:10]=[C:11]([CH:12]=[CH:13][CH:14]=1)[O:15][CH2:5][C:3]([OH:4])([CH2:6][CH3:7])[CH2:1][CH3:2] |f:2.3.4|. Reported procedure: 2,2-Diethyloxirane (6.5 g of a 60% crude, 40 mmol), 3-bromophenol (5.7 g, 33 mmol), and cesium carbonate (12.0 g, 37 mmol) were combined in anhydrous DMSO (20 mL) in a sealed pressure tube and the reaction was stirred and heated at 120° C. for 2 d. Crude product was extracted from water with diethyl ether. The combined organic was washed with brine, dried over Na2SO4, filtered and concentrated under reduced vacuum. Purification by flash chromatography (0-20% EtOAc/hexanes gradient) gave 3-((3-br... Starting materials: CC(C)CNCC(C)C, CN1CCCC1=O, Nc1cc(Cl)c(C(=O)Nc2ccc3cn[nH]c3c2)cc1[N+](=O)[O-]. The product is CC(C)CN(CC(C)C)c1cc(N)c([N+](=O)[O-])cc1C(=O)Nc1ccc2cn[nH]c2c1. As a reaction SMILES: [CH2:24]([CH:25]([CH3:26])[CH3:27])[NH:28][CH2:29][CH:30]([CH3:31])[CH3:32].[CH3:33][N:34]1[CH2:35][CH2:36][CH2:37][C:38]1=[O:39].[NH2:1][c:2]1[cH:3][c:4]([Cl:23])[c:5]([C:6](=[O:7])[NH:8][c:9]2[cH:10][cH:11][c:12]3[cH:13][n:14][nH:15][c:16]3[cH:17]2)[cH:18][c:19]1[N+:20](=[O:21])[O-:22]>>[NH2:1][c:2]1[cH:3][c:4]([N:28]([CH2:24][CH:25]([CH3:26])[CH3:27])[CH2:29][CH:30]([CH3:31])[CH3:32])[c:5]([C:6](=[O:7])[NH:8][c:9]2[cH:10][cH:11][c:12]3[cH:13][n:14][nH:15][c:16]3[cH:17]2)[cH:18][c:19]1[N+:20](=[O:21])[O-:22].